From a dataset of the Open Reaction Database (ORD), a public repository of structured organic reaction records. describe an organic reaction: reactants, conditions, products, and yield The reactants are O=C(Cl)OCc1ccc([N+](=O)[O-])cc1, OC1CCNC1, C1COCCO1, C1COCCO1, O. Yields the product O=C(OCc1ccc([N+](=O)[O-])cc1)N1CCC(O)C1. As a reaction SMILES: [Cl:7][C:8](=[O:9])[O:10][CH2:11][c:12]1[cH:13][cH:14][c:15]([N+:18](=[O:19])[O-:20])[cH:16][cH:17]1.[NH:1]1[CH2:2][CH:3]([OH:6])[CH2:4][CH2:5]1.[O:22]1[CH2:23][CH2:24][O:25][CH2:26][CH2:27]1.[O:28]1[CH2:29][CH2:30][O:31][CH2:32][CH2:33]1.[OH2:21]>>[N:1]1([C:8](=[O:9])[O:10][CH2:11][c:12]2[cH:13][cH:14][c:15]([N+:18](=[O:19])[O-:20])[cH:16][cH:17]2)[CH2:2][CH:3]([OH:6])[CH2:4][CH2:5]1. The reactants are CO, Cn1cncc1C(O)(c1ccc(CCl)cc1)c1ccc2c(c1)c(-c1cccc(Cl)c1)cc(=O)n2C, O. Reaction SMILES: [CH3:37][OH:38].[Cl:1][CH2:2][c:3]1[cH:4][cH:5][c:6]([C:9]([c:10]2[cH:11][c:12]3[c:13](-[c:22]4[cH:23][c:24]([Cl:28])[cH:25][cH:26][cH:27]4)[cH:14][c:15](=[O:21])[n:16]([CH3:20])[c:17]3[cH:18][cH:19]2)([c:29]2[cH:30][n:31][cH:32][n:33]2[CH3:34])[OH:35])[cH:7][cH:8]1.[OH2:36]>>[CH2:2]([c:3]1[cH:4][cH:5][c:6]([C:9]([c:10]2[cH:11][c:12]3[c:13](-[c:22]4[cH:23][c:24]([Cl:28])[cH:25][cH:26][cH:27]4)[cH:14][c:15](=[O:21])[n:16]([CH3:20])[c:17]3[cH:18][cH:19]2)([c:29]2[cH:30][n:31][cH:32][n:33]2[CH3:34])[OH:35])[cH:7][cH:8]1)[O:36][CH3:37]. Product: COCc1ccc(C(O)(c2ccc3c(c2)c(-c2cccc(Cl)c2)cc(=O)n3C)c2cncn2C)cc1. Starting materials: C(CC(C)C)N1CCN(CC1)C1=CC=C(N)C=C1 (4-(4-isopentylpiperazin-1-yl)aniline), C1(CCCCC1)N1CCN(CC1)C1=CC=C(C=C1)[N+](=O)[O-] (1-cyclohexyl-4-(4-nitrophenyl)piperazine). Reagents/catalysts: [Pd] (Pd/C). The product is C1(CCCCC1)N1CCN(CC1)C1=CC=C(N)C=C1 (4-(4-cyclohexylpiperazin-1-yl)aniline). The yield is 99.2%. Reaction SMILES: C(N1CCN(C2C=CC(N)=CC=2)CC1)CC(C)C.[CH:19]1([N:25]2[CH2:30][CH2:29][N:28]([C:31]3[CH:36]=[CH:35][C:34]([N+:37]([O-])=O)=[CH:33][CH:32]=3)[CH2:27][CH2:26]2)[CH2:24][CH2:23][CH2:22][CH2:21][CH2:20]1>[Pd]>[CH:19]1([N:25]2[CH2:26][CH2:27][N:28]([C:31]3[CH:32]=[CH:33][C:34]([NH2:37])=[CH:35][CH:36]=3)[CH2:29][CH2:30]2)[CH2:20][CH2:21][CH2:22][CH2:23][CH2:24]1. Procedure: Using the method described above for the synthesis of 4-(4-isopentylpiperazin-1-yl)aniline, treatment of 1-cyclohexyl-4-(4-nitrophenyl)piperazine (1.0 g, 3.46 mmol) with H2 and 10% Pd/C provided crude 4-(4-cyclohexylpiperazin-1-yl)aniline (0.89 g, 89% recovery, 78% purity as determined by LC/MS analysis @ UV 254 nm detection). The crude product is used in the next step without further purification. LCMS-ESI (m/z): calcd for C16H25N3, 259; [M+H]+ found, 260. Starting materials: C(C)OCCN1CCNCC1 (4-(2-ethoxyethyl)piperazine), [N+](=O)([O-])C1=CC=C(C=C1)F (4-nitrofluorobenzene), CS(=O)C (dimethylsulfoxide). RXN SMILES: [CH2:1]([O:3][CH2:4][CH2:5][N:6]1[CH2:11][CH2:10][NH:9][CH2:8][CH2:7]1)[CH3:2].[N+:12]([C:15]1[CH:20]=[CH:19][C:18](F)=[CH:17][CH:16]=1)([O-:14])=[O:13].[CH3:22]S(C)=O>>[CH2:1]([O:3][CH2:4][CH2:5][N:6]1[CH2:7][CH2:8][N:9]([C:18]2[CH:19]=[CH:20][C:15]([N+:12]([O-:14])=[O:13])=[CH:16][C:17]=2[CH3:22])[CH2:10][CH2:11]1)[CH3:2]. Product: C(C)OCCN1CCN(CC1)C1=C(C=C(C=C1)[N+](=O)[O-])C (1-(2-ethoxyethyl)-4-(2-methyl-4-nitrophenyl)piperazine). Procedure details: In the same manner as in Production Example 5-1, but using 4-(2-ethoxyethyl)piperazine in place of N-ethylpiperazine used in Production Example 5-1, using 4-nitrofluorobenzene in place of 2-fluoro-5-nitrobenzyl alcohol, and using dimethylsulfoxide in place of N-methylpyrrolidone, 1.50 g of the entitled compound was obtained as a yellow solid. Reactants: CC(C)(C)OC(=O)Nc1ccc(C#Cc2ccc(OC(F)(F)F)cc2)cc1NC(=O)CC(=O)c1cccc(C#N)c1, ClCCl, O=C(O)C(F)(F)F. Product: N#Cc1cccc(C2=Nc3ccc(C#Cc4ccc(OC(F)(F)F)cc4)cc3NC(=O)C2)c1. RXN SMILES: [C:1]([O:2][C:3](=[O:4])[NH:7][c:8]1[c:9]([NH:27][C:28]([CH2:29][C:30](=[O:5])[c:32]2[cH:33][c:34]([C:38]#[N:39])[cH:35][cH:36][cH:37]2)=[O:40])[cH:10][c:11]([C:14]#[C:15][c:16]2[cH:17][cH:18][c:19]([O:22][C:23]([F:24])([F:25])[F:26])[cH:20][cH:21]2)[cH:12][cH:13]1)([CH3:6])([CH3:31])[CH3:41].[Cl:49][CH2:50][Cl:51].[F:42][C:43]([F:44])([F:45])[C:46]([OH:47])=[O:48]>>[N:7]1=[C:30]([c:32]2[cH:33][c:34]([C:38]#[N:39])[cH:35][cH:36][cH:37]2)[CH2:29][C:28](=[O:40])[NH:27][c:9]2[c:8]1[cH:13][cH:12][c:11]([C:14]#[C:15][c:16]1[cH:17][cH:18][c:19]([O:22][C:23]([F:24])([F:25])[F:26])[cH:20][cH:21]1)[cH:10]2.